This data is from the Open Reaction Database (ORD), a public repository of structured organic reaction records. The task is: describe an organic reaction: reactants, conditions, products, and yield The reactants are Example 15 ( 3 ), C(C1=CC=CC=C1)OC(=O)NC(=N)C=1C=CC2=C(C=C(O2)C(=O)O)C1 (5-(benzyloxycarbonylamidino)-2-benzofurancarboxylic acid), N[C@@H]1CC[C@H](CC1)CCC(=O)OC(C)(C)C (t-butyl trans-3-(4-aminocyclohexyl)propionate). The product is C(C1=CC=CC=C1)OC(=O)NC(=N)C=1C=CC2=C(C=C(O2)C(=O)N[C@@H]2CC[C@H](CC2)CCC(=O)OC(C)(C)C)C1 (t-butyl trans-3-[4-[[5-(benzyloxycarbonylamidino)-2-benzofuranyl]carbonylamino]cyclohexyl]propionate). Yield: 78.0%. RXN SMILES: [CH2:1]([O:8][C:9]([NH:11][C:12]([C:14]1[CH:15]=[CH:16][C:17]2[O:21][C:20]([C:22](O)=[O:23])=[CH:19][C:18]=2[CH:25]=1)=[NH:13])=[O:10])[C:2]1[CH:7]=[CH:6][CH:5]=[CH:4][CH:3]=1.[NH2:26][C@H:27]1[CH2:32][CH2:31][C@H:30]([CH2:33][CH2:34][C:35]([O:37][C:38]([CH3:41])([CH3:40])[CH3:39])=[O:36])[CH2:29][CH2:28]1>>[CH2:1]([O:8][C:9]([NH:11][C:12]([C:14]1[CH:15]=[CH:16][C:17]2[O:21][C:20]([C:22]([NH:26][C@H:27]3[CH2:28][CH2:29][C@H:30]([CH2:33][CH2:34][C:35]([O:37][C:38]([CH3:41])([CH3:40])[CH3:39])=[O:36])[CH2:31][CH2:32]3)=[O:23])=[CH:19][C:18]=2[CH:25]=1)=[NH:13])=[O:10])[C:2]1[CH:7]=[CH:6][CH:5]=[CH:4][CH:3]=1. Procedure: In the same manner as in Example 15 (3), 5-(benzyloxycarbonylamidino)-2-benzofurancarboxylic acid (3.98 g, 11.8 mmol) and t-butyl trans-3-(4-aminocyclohexyl)propionate (2.70 g, 11.8 mmol) were condensed to give 5.04 g of t-butyl trans-3-[4-[[5-(benzyloxycarbonylamidino)-2-benzofuranyl]carbonylamino]cyclohexyl]propionate as a colorless solid (78%). In the same manner as in Example 85, this solid (4.90 g, 8.95 mmol) was subjected to hydrogen reduction to give 3.52 g of compound (161) as a colorles...